describe an organic reaction: reactants, conditions, products, and yield From a dataset of the Open Reaction Database (ORD), a public repository of structured organic reaction records. Starting materials: Br, OCCc1ccc(I)cc1, NC(N)=S, O. Product: SCCc1ccc(I)cc1. As a reaction SMILES: [BrH:11].[I:1][c:2]1[cH:3][cH:4][c:5]([CH2:6][CH2:7][OH:8])[cH:9][cH:10]1.[NH2:12][C:13]([NH2:14])=[S:15].[OH2:16]>>[I:1][c:2]1[cH:3][cH:4][c:5]([CH2:6][CH2:7][SH:15])[cH:9][cH:10]1. The reactants are O=C(n1ccnc1)n1ccnc1, O=C([O-])O, COc1cc(C)c(S(=O)(=O)N2c3ccccc3CCC2COCC(=O)O)c(C)c1, ClCCl, [Na+], c1cc(-c2noc3c2CNCC3)ccn1. Product: COc1cc(C)c(S(=O)(=O)N2c3ccccc3CCC2COCC(=O)N2CCc3onc(-c4ccncc4)c3C2)c(C)c1. Reaction SMILES: [C:30]([n:31]1[cH:32][cH:33][n:34][cH:35]1)([n:36]1[cH:37][cH:38][n:39][cH:40]1)=[O:41].[C:57](=[O:58])([O-:59])[OH:60].[CH3:1][O:2][c:3]1[cH:4][c:5]([CH3:29])[c:6]([S:10](=[O:11])(=[O:12])[N:13]2[CH:14]([CH2:23][O:24][CH2:25][C:26](=[O:27])[OH:28])[CH2:15][CH2:16][c:17]3[cH:18][cH:19][cH:20][cH:21][c:22]32)[c:7]([CH3:9])[cH:8]1.[Cl:62][CH2:63][Cl:64].[Na+:61].[n:42]1[cH:43][cH:44][c:45](-[c:48]2[n:49][o:50][c:51]3[c:52]2[CH2:53][NH:54][CH2:55][CH2:56]3)[cH:46][cH:47]1>>[CH3:1][O:2][c:3]1[cH:4][c:5]([CH3:29])[c:6]([S:10](=[O:11])(=[O:12])[N:13]2[CH:14]([CH2:23][O:24][CH2:25][C:26](=[O:27])[N:54]3[CH2:53][c:52]4[c:48](-[c:45]5[cH:44][cH:43][n:42][cH:47][cH:46]5)[n:49][o:50][c:51]4[CH2:56][CH2:55]3)[CH2:15][CH2:16][c:17]3[cH:18][cH:19][cH:20][cH:21][c:22]32)[c:7]([CH3:9])[cH:8]1. Starting materials: CCN, CCO, CC(=O)CCn1ccnc1, O=[Pt]. Yields the product CCNC(C)CCn1ccnc1. Reaction SMILES: [CH3:11][CH2:12][NH2:13].[CH3:16][CH2:17][OH:18].[O:1]=[C:2]([CH2:3][CH2:4][n:5]1[cH:6][n:7][cH:8][cH:9]1)[CH3:10].[Pt:14]=[O:15]>>[CH:2]([CH2:3][CH2:4][n:5]1[cH:6][n:7][cH:8][cH:9]1)([CH3:10])[NH:13][CH2:12][CH3:11]. The reactants are ClC1=C2C(C=C(NC2=CC(=C1)Cl)C(C1=CC=CC=C1)=O)=O (5,7-dichloro-2-benzoyl-1,4-dihydroquinolin-4-one), C1(=CC=CC=C1)S(=O)(=O)N=C=O (benzenesulfonyl isocyanate), ClCCl (dichloromethane). The solvent is C(C)#N (acetonitrile). Product: ClC1=C2C(C=C(NC2=CC(=C1)Cl)C(C1=CC=CC=C1)=O)=NS(=O)(=O)C1=CC=CC=C1 (5,7-Dichloro-2-benzoyl-4-[benzenesulfonylimino]-1,4-dihydroquinoline). RXN SMILES: [Cl:1][C:2]1[CH:11]=[C:10]([Cl:12])[CH:9]=[C:8]2[C:3]=1[C:4](=O)[CH:5]=[C:6]([C:13](=[O:20])[C:14]1[CH:19]=[CH:18][CH:17]=[CH:16][CH:15]=1)[NH:7]2.[C:22]1([S:28]([N:31]=C=O)(=[O:30])=[O:29])[CH:27]=[CH:26][CH:25]=[CH:24][CH:23]=1.ClCCl>C(#N)C>[Cl:1][C:2]1[CH:11]=[C:10]([Cl:12])[CH:9]=[C:8]2[C:3]=1[C:4](=[N:31][S:28]([C:22]1[CH:27]=[CH:26][CH:25]=[CH:24][CH:23]=1)(=[O:30])=[O:29])[CH:5]=[C:6]([C:13](=[O:20])[C:14]1[CH:19]=[CH:18][CH:17]=[CH:16][CH:15]=1)[NH:7]2. Procedure details: Combine 5,7-dichloro-2-benzoyl-1,4-dihydroquinolin-4-one (0.57 g, 1.8 mmol) and benzenesulfonyl isocyanate (0.26 mL, 2.0 mmol) in acetonitrile (9 mL) and heat at reflux for 18 hours. Add methanol (5 mL) to quench the reaction. Evaporate in vacuo to obtain a residue. Chromatograph the residue on a column of silica gel eluting with dichloromethane to obtain a solid. Recrystallize the solid from ethyl acetate/hexane to give the title compound; mp, 186°-187° C. Rf =0.37 TLC/silica gel/dichloromethan... The reactants are C1COCCN1, CCO, FC(F)(F)c1ccc2nc(CCl)ccc2c1. The product is FC(F)(F)c1ccc2nc(CN3CCOCC3)ccc2c1. As a reaction SMILES: [CH2:17]1[CH2:18][O:19][CH2:20][CH2:21][NH:22]1.[CH3:23][CH2:24][OH:25].[Cl:1][CH2:2][c:3]1[n:4][c:5]2[cH:6][cH:7][c:8]([C:13]([F:14])([F:15])[F:16])[cH:9][c:10]2[cH:11][cH:12]1>>[CH2:2]([c:3]1[n:4][c:5]2[cH:6][cH:7][c:8]([C:13]([F:14])([F:15])[F:16])[cH:9][c:10]2[cH:11][cH:12]1)[N:22]1[CH2:17][CH2:18][O:19][CH2:20][CH2:21]1. Starting materials: CN1CCC(O)CC1, Nc1nonc1-c1nc2cnccc2n1-c1cccc(O)c1. The product is CN1CCC(Oc2cccc(-n3c(-c4nonc4N)nc4cnccc43)c2)CC1. RXN SMILES: [CH3:23][N:24]1[CH2:25][CH2:26][CH:27]([OH:30])[CH2:28][CH2:29]1.[NH2:1][c:2]1[c:3](-[c:7]2[n:8](-[c:16]3[cH:17][c:18]([OH:22])[cH:19][cH:20][cH:21]3)[c:9]3[c:10]([cH:11][n:12][cH:13][cH:14]3)[n:15]2)[n:4][o:5][n:6]1>>[NH2:1][c:2]1[c:3](-[c:7]2[n:8](-[c:16]3[cH:17][c:18]([O:22][CH:27]4[CH2:26][CH2:25][N:24]([CH3:23])[CH2:29][CH2:28]4)[cH:19][cH:20][cH:21]3)[c:9]3[c:10]([cH:11][n:12][cH:13][cH:14]3)[n:15]2)[n:4][o:5][n:6]1. Reactants: BrC1=CC(OC2=C1C=C(C=C2)[N+](=O)[O-])(C)CF (4-bromo-2-fluoromethyl-2-methyl-6-nitro-2H-1-benzopyran), cuprous cyanide, CN(C=O)C (N,N-dimethylformamide), Cl (HCl). Product: C(#N)C1=CC(OC2=C1C=C(C=C2)[N+](=O)[O-])(C)CF (4-cyano-2-fluoromethyl-2-methyl-6-nitro-2H-1-benzopyran). Reaction SMILES: Br[C:2]1[C:7]2[CH:8]=[C:9]([N+:12]([O-:14])=[O:13])[CH:10]=[CH:11][C:6]=2[O:5][C:4]([CH2:16][F:17])([CH3:15])[CH:3]=1.Cl.[CH3:19][N:20](C)C=O>>[C:19]([C:2]1[C:7]2[CH:8]=[C:9]([N+:12]([O-:14])=[O:13])[CH:10]=[CH:11][C:6]=2[O:5][C:4]([CH2:16][F:17])([CH3:15])[CH:3]=1)#[N:20]. Procedure details: A mixture of 5.6 g of 4-bromo-2-fluoromethyl-2-methyl-6-nitro-2H-1-benzopyran, 1.84 g of cuprous cyanide and 50 ml of N,N-dimethylformamide was refluxed with heating for 5 hours under a nitrogen atmosphere. When aqueous HCl solution was added to the mixture under ice-cooling, crystals were separated out. The crystals were collected by filtration, washed with water and dissolved in methylene chloride. After it washed with water and dried, the solvent was evaporated off. The resultant residue was ... The reactants are N\C(\C1=CC=C(C=C1)[C@@H](C)NC(OC(C)(C)C)=O)=N/OC(=O)C1=CC(=C(C=C1)C1=C(C=CC=C1)C)C(F)(F)F (tert-butyl [(1R)-1-(4-{(Z)-amino[({[2′-methyl-2-(trifluoromethyl)biphenyl-4-yl]carbonyl}oxy)imino]methyl}phenyl)ethyl]carbamate). Run in C1(=CC=CC=C1)C (toluene). Run at temperature 100 celsius. Product: CC1=C(C=CC=C1)C1=C(C=C(C=C1)C1=NC(=NO1)C1=CC=C(C=C1)[C@@H](C)NC(OC(C)(C)C)=O)C(F)(F)F (tert-butyl [(1R)-1-(4-{5-[2′-methyl-2-(trifluoromethyl)biphenyl-4-yl]-1,2,4-oxadiazol-3-yl}phenyl)ethyl]carbamate). The yield is 116.0%. RXN SMILES: [NH2:1]/[C:2](=[N:19]\[O:20][C:21]([C:23]1[CH:28]=[CH:27][C:26]([C:29]2[CH:34]=[CH:33][CH:32]=[CH:31][C:30]=2[CH3:35])=[C:25]([C:36]([F:39])([F:38])[F:37])[CH:24]=1)=O)/[C:3]1[CH:8]=[CH:7][C:6]([C@H:9]([NH:11][C:12](=[O:18])[O:13][C:14]([CH3:17])([CH3:16])[CH3:15])[CH3:10])=[CH:5][CH:4]=1>C1(C)C=CC=CC=1>[CH3:35][C:30]1[CH:31]=[CH:32][CH:33]=[CH:34][C:29]=1[C:26]1[CH:27]=[CH:28][C:23]([C:21]2[O:20][N:19]=[C:2]([C:3]3[CH:4]=[CH:5][C:6]([C@H:9]([NH:11][C:12](=[O:18])[O:13][C:14]([CH3:16])([CH3:17])[CH3:15])[CH3:10])=[CH:7][CH:8]=3)[N:1]=2)=[CH:24][C:25]=1[C:36]([F:39])([F:37])[F:38]. Reported procedure: In a round bottom flask (500 ml), put under nitrogen atmosphere, tert-butyl [(1R)-1-(4-{(Z)-amino[({[2′-methyl-2-(trifluoromethyl)biphenyl-4-yl]carbonyl}oxy)imino]methyl}phenyl)ethyl]carbamate (17 g; 31.39 mmol; 1.0 eq.) was suspended in toluene (170 ml), and then heated at 100° C. After one night, the reaction mixture was concentrated under reduced pressure to give the title compound as a pale yellow oil (19.06 g, quantitative yield). This compound was used in the next step without further puri... Reactants: ice, ice, CC1(CC(C2=CC(=CC=C12)C)(C(C)C)C)C (1,1,3,5-tetramethyl-3-isopropylindane), COC(Cl)Cl (α,α-dichloromethyl methyl ether). The reagents and catalysts are [Ti](Cl)(Cl)(Cl)Cl (titanium tetrachloride). Solvent: C(Cl)Cl (methylene chloride). Run at time 15 minute. Product: crude product, C(=O)C1=C(C=C2C(CC(C2=C1)(C)C)(C(C)C)C)C (6-formyl-1,1,3,5-tetramethyl-3-isopropylindane). Reaction SMILES: [CH3:1][C:2]1([CH3:16])[C:10]2[C:5](=[CH:6][C:7]([CH3:11])=[CH:8][CH:9]=2)[C:4]([CH3:15])([CH:12]([CH3:14])[CH3:13])[CH2:3]1.[CH3:17][O:18]C(Cl)Cl>[Ti](Cl)(Cl)(Cl)Cl.C(Cl)Cl>[CH:17]([C:8]1[CH:9]=[C:10]2[C:5]([C:4]([CH3:15])([CH:12]([CH3:13])[CH3:14])[CH2:3][C:2]2([CH3:16])[CH3:1])=[CH:6][C:7]=1[CH3:11])=[O:18]. Reported procedure: Next, 1,1,3,5-tetramethyl-3-isopropylindane (12.96 g) is placed in a 1 liter three-necked round bottom flask equipped with a reflux condenser, a stirrer and a dropping funnel. In accordance with the general procedures described in Organic Syntheses, Collective Vol. 5, pp. 49-50, by A. Rieche, H. Gross, and E. Hoft, edited by H.E. Baumgarten, John Wiley and Sons (New York, N.Y. 1973), methylene chloride (37.5 ml) is added to the flask. The solution is then cooled in an ice bath, and titanium tetr... Reactants: ClC1=CC=C2C(C(C3=C(OC4(CCNCC4)CS3)C2=C1)=O)=O (9-chlorospiro[naphtho[1,2-b][1,4]oxathiine-2,4′-piperidine]-5,6-dione), C(C1=CC=CC=C1)[C@H]1OC1 ((2R)-2-benzyloxirane). Yields the product ClC1=CC=C2C(C(C3=C(OC4(CCN(CC4)C[C@@H](CC4=CC=CC=C4)O)CS3)C2=C1)=O)=O (9-chloro-1′-[(2R)-2-hydroxy-3-phenylpropyl]spiro[naphtho[1,2-b][1,4]oxathiine-2,4′-piperidine]-5,6-dione). RXN SMILES: [Cl:1][C:2]1[CH:20]=[C:19]2[C:5]([C:6](=[O:22])[C:7](=[O:21])[C:8]3[S:18][CH2:17][C:11]4([CH2:16][CH2:15][NH:14][CH2:13][CH2:12]4)[O:10][C:9]=32)=[CH:4][CH:3]=1.[CH2:23]([C@@H:30]1[CH2:32][O:31]1)[C:24]1[CH:29]=[CH:28][CH:27]=[CH:26][CH:25]=1>>[Cl:1][C:2]1[CH:20]=[C:19]2[C:5]([C:6](=[O:22])[C:7](=[O:21])[C:8]3[S:18][CH2:17][C:11]4([CH2:16][CH2:15][N:14]([CH2:32][C@H:30]([OH:31])[CH2:23][C:24]5[CH:29]=[CH:28][CH:27]=[CH:26][CH:25]=5)[CH2:13][CH2:12]4)[O:10][C:9]=32)=[CH:4][CH:3]=1. Procedure: Compound 194 was synthesized using 9-chlorospiro[naphtho[1,2-b][1,4]oxathiine-2,4′-piperidine]-5,6-dione, (2R)-2-benzyloxirane and conditions outlined in procedure Y. M.p.=92-93° C., 400 MHz 1H NMR (CDCl3) δ: 8.00-7.97 (d, J=8.21 Hz, 1H), 7.668-7.663 (d, J=1.95 Hz, 1H), 7.46-7.43 (dd, J=1.95, 8.21 Hz, 1H), 7.33-7.23 (m, 5H), 4.09-3.94 (m, 1H), 3.33 (br s, 1H), 2.88-2.82 (m, 4H), 2.75-2.70 (m, 3H), 2.52-2.41 (m, 3H), 2.14-2.11 (d, J=12.9 Hz, 2H), 1.94-1.80 (m, 2H); LCMS: 470 [M+H].